From a dataset of the Open Reaction Database (ORD), a public repository of structured organic reaction records. describe an organic reaction: reactants, conditions, products, and yield Starting materials: CC(=O)O[BH-](OC(C)=O)OC(C)=O, CC(=O)O, O=Cc1ccccc1Cl, ClCCl, Nc1nc(N2CCCNCC2)nc2nc(-c3ccco3)nn12, [Na+]. Yields the product Nc1nc(N2CCCN(Cc3ccccc3Cl)CC2)nc2nc(-c3ccco3)nn12. Reaction SMILES: [C:32]([O:33][BH-:34]([O:35][C:36](=[O:37])[CH3:38])[O:39][C:40](=[O:41])[CH3:42])(=[O:43])[CH3:44].[CH3:49][C:50](=[O:51])[OH:52].[Cl:23][c:24]1[c:25]([CH:26]=[O:27])[cH:28][cH:29][cH:30][cH:31]1.[Cl:46][CH2:47][Cl:48].[N:1]1([c:8]2[n:9][c:10]3[n:11]([c:12]([NH2:14])[n:13]2)[n:15][c:16](-[c:18]2[o:19][cH:20][cH:21][cH:22]2)[n:17]3)[CH2:2][CH2:3][NH:4][CH2:5][CH2:6][CH2:7]1.[Na+:45]>>[N:1]1([c:8]2[n:9][c:10]3[n:11]([c:12]([NH2:14])[n:13]2)[n:15][c:16](-[c:18]2[o:19][cH:20][cH:21][cH:22]2)[n:17]3)[CH2:2][CH2:3][N:4]([CH2:26][c:25]2[c:24]([Cl:23])[cH:31][cH:30][cH:29][cH:28]2)[CH2:5][CH2:6][CH2:7]1. Starting materials: C1CCOC1, O=C(Cl)CCCCCl, COC(=O)c1ccc(N)c(Cl)c1, O. Product: COC(=O)c1ccc(NC(=O)CCCCCl)c(Cl)c1. As a reaction SMILES: [CH2:22]1[O:23][CH2:24][CH2:25][CH2:26]1.[Cl:1][CH2:2][CH2:3][CH2:4][CH2:5][C:6](=[O:7])[Cl:8].[NH2:9][c:10]1[c:11]([Cl:20])[cH:12][c:13]([C:14](=[O:15])[O:16][CH3:17])[cH:18][cH:19]1.[OH2:21]>>[Cl:1][CH2:2][CH2:3][CH2:4][CH2:5][C:6](=[O:7])[NH:9][c:10]1[c:11]([Cl:20])[cH:12][c:13]([C:14](=[O:15])[O:16][CH3:17])[cH:18][cH:19]1. Starting materials: FC1=C(N)C(=C(C(=C1C)F)F)C (2,4,5-trifluoro-3,6-dimethylaniline), N(=O)OC(C)(C)C (t-butyl nitrite), ice water. Run in CN(C=O)C (dimethylformamide), CN(C=O)C (dimethylformamide). Reaction conditions: time 30 minute. Product: FC1=C(C=C(C(=C1F)C)F)C (2,3,5-trifluoro-4-methyltoluene). Isolated yield 49.0%. RXN SMILES: N(OC(C)(C)C)=O.[F:8][C:9]1[C:15]([CH3:16])=[C:14]([F:17])[C:13]([F:18])=[C:12]([CH3:19])[C:10]=1N>CN(C)C=O>[F:18][C:13]1[C:14]([F:17])=[C:15]([CH3:16])[C:9]([F:8])=[CH:10][C:12]=1[CH3:19]. Procedure: A solution of t-butyl nitrite (4.56 g) in anhydrous dimethylformamide (26.5 ml) is stirred with heating at 50°-52° C. and thereto a solution of 2,4,5-trifluoro-3,6-dimethylaniline (4.24 g) in anhydrous dimethylformamide (40 ml) is added dropwise at 50°-52° C. over a period of 30 minutes. The mixture is further stirred at the same temperature for 30 minutes. After cooling, the mixture is poured into ice-water, extracted with diethyl ether, and the extract is washed with water, and then with dilut... The reactants are C(C=C)C1=CC=C(C=2C(C=C(OC21)C2=NN=NN2)=O)OCCC(C)C (5-[8-allyl-5-(3-methylbutoxy)-4-oxo-4H-1-benzopyran-2-yl]tetrazole), N1CCOCC1 (morpholine). The solvent is O (water). The product is O.N1CCOCC1.C(C=C)C1=CC=C(C=2C(C=C(OC21)C2=NN=NN2)=O)OCCC(C)C (5-[8-allyl-5-(3-methylbutoxy)-4-oxo-4H-1-benzopyran-2-yl]tetrazole morpholine salt monohydrate). RXN SMILES: [CH2:1]([C:4]1[C:13]2[O:12][C:11]([C:14]3[NH:18][N:17]=[N:16][N:15]=3)=[CH:10][C:9](=[O:19])[C:8]=2[C:7]([O:20][CH2:21][CH2:22][CH:23]([CH3:25])[CH3:24])=[CH:6][CH:5]=1)[CH:2]=[CH2:3].[NH:26]1[CH2:31][CH2:30][O:29][CH2:28][CH2:27]1>O>[OH2:12].[NH:26]1[CH2:31][CH2:30][O:29][CH2:28][CH2:27]1.[CH2:1]([C:4]1[C:13]2[O:12][C:11]([C:14]3[NH:15][N:16]=[N:17][N:18]=3)=[CH:10][C:9](=[O:19])[C:8]=2[C:7]([O:20][CH2:21][CH2:22][CH:23]([CH3:25])[CH3:24])=[CH:6][CH:5]=1)[CH:2]=[CH2:3] |f:3.4.5|. Procedure: 4.05 Parts of 5-[8-allyl-5-(3-methylbutoxy)-4-oxo-4H-1-benzopyran-2-yl]tetrazole and 1.03 parts of morpholine were mutually dissolved in 50 parts of water. The resulting solution was freeze-dried to give 4.8 parts of 5-[8-allyl-5-(3-methylbutoxy)-4-oxo-4H-1-benzopyran-2-yl]tetrazole morpholine salt monohydrate. The reactants are Cc1ccccc1, Cc1cccc(C)c1B(O)O, c1ccc(-c2ccccc2P(C2CCCCC2)C2CCCCC2)cc1, O=C1CCc2c(OS(=O)(=O)C(F)(F)F)cccc21, [K+], [K+], [K+], O=C(C=Cc1ccccc1)C=Cc1ccccc1, O=C(C=Cc1ccccc1)C=Cc1ccccc1, O=C(C=Cc1ccccc1)C=Cc1ccccc1, O=P([O-])([O-])[O-], [Pd], [Pd]. Yields the product Cc1cccc(C)c1-c1cccc2c1CCC2=O. As a reaction SMILES: [CH3:119][c:120]1[cH:121][cH:122][cH:123][cH:124][cH:125]1.[CH3:19][c:20]1[c:21]([B:27]([OH:28])[OH:29])[c:22]([CH3:26])[cH:23][cH:24][cH:25]1.[CH:30]1([P:31]([CH:32]2[CH2:33][CH2:34][CH2:35][CH2:36][CH2:37]2)[c:38]2[cH:39][cH:40][cH:41][cH:42][c:43]2-[c:44]2[cH:45][cH:46][cH:47][cH:48][cH:49]2)[CH2:50][CH2:51][CH2:52][CH2:53][CH2:54]1.[F:1][C:2]([F:3])([F:4])[S:5]([O:6][c:7]1[c:8]2[c:12]([cH:13][cH:14][cH:15]1)[C:11](=[O:16])[CH2:10][CH2:9]2)(=[O:17])=[O:18].[K+:60].[K+:61].[K+:62].[O:101]=[C:102]([CH:103]=[CH:104][c:105]1[cH:106][cH:107][cH:108][cH:109][cH:110]1)[CH:111]=[CH:112][c:113]1[cH:114][cH:115][cH:116][cH:117][cH:118]1.[O:65]=[C:66]([CH:67]=[CH:68][c:69]1[cH:70][cH:71][cH:72][cH:73][cH:74]1)[CH:75]=[CH:76][c:77]1[cH:78][cH:79][cH:80][cH:81][cH:82]1.[O:83]=[C:84]([CH:85]=[CH:86][c:87]1[cH:88][cH:89][cH:90][cH:91][cH:92]1)[CH:93]=[CH:94][c:95]1[cH:96][cH:97][cH:98][cH:99][cH:100]1.[P:55]([O-:56])([O-:57])([O-:58])=[O:59].[Pd:63].[Pd:64]>>[c:7]1(-[c:21]2[c:20]([CH3:19])[cH:25][cH:24][cH:23][c:22]2[CH3:26])[c:8]2[c:12]([cH:13][cH:14][cH:15]1)[C:11](=[O:16])[CH2:10][CH2:9]2. Reactants: CC(=O)O, Cc1ccccc1, [Cl-], Cl, [I-], O=N[O-], Nc1cc(Sc2ccc(Br)cc2)ccc1[N+](=O)[O-], NS(=O)(=O)O, [Na+], O. Product: O=[N+]([O-])c1ccc(Sc2ccc(Br)cc2)cc1Cl. RXN SMILES: [CH3:30][C:31](=[O:32])[OH:33].[CH3:36][c:37]1[cH:38][cH:39][cH:40][cH:41][cH:42]1.[Cl-:29].[ClH:35].[I-:28].[N:19]([O-:20])=[O:21].[NH2:1][c:2]1[c:3]([N+:16](=[O:17])[O-:18])[cH:4][cH:5][c:6]([S:8][c:9]2[cH:10][cH:11][c:12]([Br:15])[cH:13][cH:14]2)[cH:7]1.[NH2:23][S:24](=[O:25])(=[O:26])[OH:27].[Na+:22].[OH2:34]>>[c:2]1([Cl:29])[c:3]([N+:16](=[O:17])[O-:18])[cH:4][cH:5][c:6]([S:8][c:9]2[cH:10][cH:11][c:12]([Br:15])[cH:13][cH:14]2)[cH:7]1.